This data is from the Open Reaction Database (ORD), a public repository of structured organic reaction records. The task is: describe an organic reaction: reactants, conditions, products, and yield Reactants: 30X, C(CN(CC(=O)O)CC(=O)O)N(CC(=O)O)CC(=O)O (EDTA), [Na+].[Cl-] (NaCl), C(C(CO)(CO)N)O.Cl (Tris-HCl). Product: C(C(CO)(CO)N)O.C(CN(CC(=O)O)CC(=O)O)N(CC(=O)O)CC(=O)O (Tris EDTA). Reaction SMILES: [Na+].[Cl-].[CH2:3]([OH:10])[C:4]([NH2:9])([CH2:7][OH:8])[CH2:5][OH:6].Cl.[CH2:12]([N:23]([CH2:28][C:29]([OH:31])=[O:30])[CH2:24][C:25]([OH:27])=[O:26])[CH2:13][N:14]([CH2:19][C:20]([OH:22])=[O:21])[CH2:15][C:16]([OH:18])=[O:17]>>[CH2:3]([OH:10])[C:4]([NH2:9])([CH2:7][OH:8])[CH2:5][OH:6].[CH2:13]([N:14]([CH2:19][C:20]([OH:22])=[O:21])[CH2:15][C:16]([OH:18])=[O:17])[CH2:12][N:23]([CH2:28][C:29]([OH:31])=[O:30])[CH2:24][C:25]([OH:27])=[O:26] |f:0.1,2.3,5.6|. Reported procedure: 30X NET: 4.5M NaCl, 0.45M Tris-HCl (pH 7.5), 30 mM EDTA. The reactants are N([C@@H](CO)C(=O)N[C@@H](C)C(=O)N[C@@H](CCC(OC(C)(C)C)=O)C(=O)N[C@@H](C)C(=O)N[C@@H](CC1=CC=CC=C1)C(=O)N1[C@H](C(=O)N[C@@H](CC(C)C)C(=O)N[C@@H](CCC(OC(C)(C)C)=O)C(=O)N[C@@H](CC2=CC=CC=C2)C(=O)OC(C)(C)C)CCC1)C(=O)OCC1=CC=CC=C1 (Z-Ser-Ala-Glu(OtBu)-Ala-Phe-Pro-Leu-Glu(OtBu)-Phe-OtBu). Reagents/catalysts: [Pd] (palladium-on-carbon). Run in C(C)(=O)O (acetic acid). Yields the product N[C@@H](CO)C(=O)N[C@@H](C)C(=O)N[C@@H](CCC(OC(C)(C)C)=O)C(=O)N[C@@H](C)C(=O)N[C@@H](CC1=CC=CC=C1)C(=O)N1[C@H](C(=O)N[C@@H](CC(C)C)C(=O)N[C@@H](CCC(OC(C)(C)C)=O)C(=O)N[C@@H](CC2=CC=CC=C2)C(=O)OC(C)(C)C)CCC1 (H-Ser-Ala-Glu(OtBu)-Ala-Phe-Pro-Leu-Glu(OtBu)-Phe-OtBu). Yield: 99.0%. RXN SMILES: [NH:1](C(OCC1C=CC=CC=1)=O)[C@H:2]([C:5]([NH:7][C@H:8]([C:10]([NH:12][C@H:13]([C:23]([NH:25][C@H:26]([C:28]([NH:30][C@H:31]([C:39]([N:41]1[CH2:84][CH2:83][CH2:82][C@H:42]1[C:43]([NH:45][C@H:46]([C:51]([NH:53][C@H:54]([C:64]([NH:66][C@H:67]([C:75]([O:77][C:78]([CH3:81])([CH3:80])[CH3:79])=[O:76])[CH2:68][C:69]1[CH:74]=[CH:73][CH:72]=[CH:71][CH:70]=1)=[O:65])[CH2:55][CH2:56][C:57](=[O:63])[O:58][C:59]([CH3:62])([CH3:61])[CH3:60])=[O:52])[CH2:47][CH:48]([CH3:50])[CH3:49])=[O:44])=[O:40])[CH2:32][C:33]1[CH:38]=[CH:37][CH:36]=[CH:35][CH:34]=1)=[O:29])[CH3:27])=[O:24])[CH2:14][CH2:15][C:16](=[O:22])[O:17][C:18]([CH3:21])([CH3:20])[CH3:19])=[O:11])[CH3:9])=[O:6])[CH2:3][OH:4]>[Pd].C(O)(=O)C>[NH2:1][C@H:2]([C:5]([NH:7][C@H:8]([C:10]([NH:12][C@H:13]([C:23]([NH:25][C@H:26]([C:28]([NH:30][C@H:31]([C:39]([N:41]1[CH2:84][CH2:83][CH2:82][C@H:42]1[C:43]([NH:45][C@H:46]([C:51]([NH:53][C@H:54]([C:64]([NH:66][C@H:67]([C:75]([O:77][C:78]([CH3:79])([CH3:81])[CH3:80])=[O:76])[CH2:68][C:69]1[CH:74]=[CH:73][CH:72]=[CH:71][CH:70]=1)=[O:65])[CH2:55][CH2:56][C:57](=[O:63])[O:58][C:59]([CH3:60])([CH3:62])[CH3:61])=[O:52])[CH2:47][CH:48]([CH3:50])[CH3:49])=[O:44])=[O:40])[CH2:32][C:33]1[CH:34]=[CH:35][CH:36]=[CH:37][CH:38]=1)=[O:29])[CH3:27])=[O:24])[CH2:14][CH2:15][C:16](=[O:22])[O:17][C:18]([CH3:20])([CH3:21])[CH3:19])=[O:11])[CH3:9])=[O:6])[CH2:3][OH:4]. Reported procedure: 78.95 g. (60.15 mmoles) of Z-31-39-OtBu are dissolved in 1500 ml. of 80 % acetic acid, and the mixture is hydrogenated in the presence of palladium-on-carbon. When the reaction terminates, the catalyst is filtered off, and the filtrate is evaporated to dryness. The residue is triturated with ether and filtered. 74.35 g. (99 %) of H-31-39-OtBu are obtained. M.p.: 105°C (under decomposition), Rf7 = 0.5. Starting materials: CC(=O)O, COC(=O)C(C)(C)SCc1ccc([N+](=O)[O-])cc1, [Fe]. The product is COC(=O)C(C)(C)SCc1ccc(N)cc1. RXN SMILES: [CH3:19][C:20](=[O:21])[OH:22].[CH3:1][C:2]([C:3](=[O:4])[O:5][CH3:6])([CH3:7])[S:8][CH2:9][c:10]1[cH:11][cH:12][c:13]([N+:16]([O-:17])=[O:18])[cH:14][cH:15]1.[Fe:23]>>[CH3:1][C:2]([C:3](=[O:4])[O:5][CH3:6])([CH3:7])[S:8][CH2:9][c:10]1[cH:11][cH:12][c:13]([NH2:16])[cH:14][cH:15]1. Starting materials: BrC1=NC=C(C=C1)C (2-bromo-5-methylpyridine), C(Cl)(Cl)(Cl)Cl (carbon tetrachloride), ClCl (chlorine). The product is ClC1=NC=C(C=C1)C(Cl)(Cl)Cl (2-chloro-5-trichloromethylpyridine). As a reaction SMILES: Br[C:2]1[CH:7]=[CH:6][C:5](C)=[CH:4][N:3]=1.[Cl:9]Cl.[C:11]([Cl:15])(Cl)([Cl:13])[Cl:12]>>[Cl:9][C:2]1[CH:7]=[CH:6][C:5]([C:11]([Cl:15])([Cl:13])[Cl:12])=[CH:4][N:3]=1. Procedure details: 172 g of thus obtained 2-bromo-5-methylpyridine was dissolved in 1.3 l of carbon tetrachloride, and the system was then heated. At the time refluxing begain (at 77° C.), chlorine gas was bubbled into the system with ultraviolet light irradiation. After a lapse of 5 hours, the completion of the reaction was confirmed by gas chromatography, and the system was cooled and air was bubbled into the system to expel the unreacted chlorine. The system was washed with water several times and dried over an... Reactants: COc1nccn(-c2ccc(F)cc2)c1=O, CN(C)C=O, O=P(Cl)(Cl)Cl. Product: O=c1c(Cl)nccn1-c1ccc(F)cc1. RXN SMILES: [F:6][c:7]1[cH:8][cH:9][c:10](-[n:13]2[c:14](=[O:21])[c:15]([O:19][CH3:20])[n:16][cH:17][cH:18]2)[cH:11][cH:12]1.[O:22]=[CH:23][N:24]([CH3:25])[CH3:26].[P:1]([Cl:2])([Cl:3])([Cl:4])=[O:5]>>[Cl:3][c:15]1[c:14](=[O:21])[n:13](-[c:10]2[cH:9][cH:8][c:7]([F:6])[cH:12][cH:11]2)[cH:18][cH:17][n:16]1. Starting materials: BrC(Br)(Br)Br, CC1(C)CCCC(C)(C)N1, CC(C)[Si](C(C)C)(C(C)C)n1ccc2c(C#N)ccnc21, C1CCOC1. Yields the product CC(C)[Si](C(C)C)(C(C)C)n1ccc2c(C#N)c(Br)cnc21. As a reaction SMILES: [C:32]([Br:33])([Br:34])([Br:35])[Br:36].[CH3:1][C:2]1([CH3:3])[CH2:4][CH2:5][CH2:6][C:7]([CH3:8])([CH3:9])[NH:10]1.[CH:11]([CH3:12])([CH3:13])[Si:14]([n:15]1[cH:16][cH:17][c:18]2[c:19]1[n:20][cH:21][cH:22][c:23]2[C:24]#[N:25])([CH:26]([CH3:27])[CH3:28])[CH:29]([CH3:30])[CH3:31].[O:37]1[CH2:38][CH2:39][CH2:40][CH2:41]1>>[CH:11]([CH3:12])([CH3:13])[Si:14]([n:15]1[cH:16][cH:17][c:18]2[c:19]1[n:20][cH:21][c:22]([Br:33])[c:23]2[C:24]#[N:25])([CH:26]([CH3:27])[CH3:28])[CH:29]([CH3:30])[CH3:31]. The reactants are ice water, COC=1C=C(C=CC1OC)C1=CC=2N(C(=N1)SCC)C=CN2 (7-(3,4-Dimethoxy-phenyl)-5-ethylsulfanyl-imidazo[1,2-c]pyrimidine), solution, B(Br)(Br)Br (BBr3). Solvent: C(Cl)Cl (CH2Cl2), C(Cl)Cl (CH2Cl2). Conditions: temperature 0 celsius, time 15 minute. Yields the product C(C)SC1=NC(=CC=2N1C=CN2)C=2C=C(C(=CC2)O)O (4-(5-Ethylsulfanyl-imidazo[1,2-c]pyrimidin-7-yl)-benzene-1,2-diol). Reaction SMILES: C[O:2][C:3]1[CH:4]=[C:5]([C:11]2[N:16]=[C:15]([S:17][CH2:18][CH3:19])[N:14]3[CH:20]=[CH:21][N:22]=[C:13]3[CH:12]=2)[CH:6]=[CH:7][C:8]=1[O:9]C.B(Br)(Br)Br>C(Cl)Cl>[CH2:18]([S:17][C:15]1[N:14]2[CH:20]=[CH:21][N:22]=[C:13]2[CH:12]=[C:11]([C:5]2[CH:4]=[C:3]([OH:2])[C:8]([OH:9])=[CH:7][CH:6]=2)[N:16]=1)[CH3:19]. Procedure details: To 7-(3,4-Dimethoxy-phenyl)-5-ethylsulfanyl-imidazo[1,2-c]pyrimidine (1.1 g, 3.5 mmol) in CH2Cl2 (25 ml) at 0° C., was added dropwise 1M solution of BBr3 in CH2Cl2 (25 ml, 25.0 mmol). The reaction mixture was stirred at 0° C. for 15 min and then at room temperature overnight. The mixture was then cooled using ice bath and ice-water was added, the precipitate was collected by filtration and then suspended in CH2Cl2 to give 4-(5-Ethylsulfanyl-imidazo[1,2-c]pyrimidin-7-yl)-benzene-1,2-diol. (875 mg...